This data is from the Open Reaction Database (ORD), a public repository of structured organic reaction records. The task is: describe an organic reaction: reactants, conditions, products, and yield Reactants: COC1=CC(OC)=CC(=C1)C(C(CCCCCCCC)C)C (5-(1,2-dimethyldecyl)-resorcinol dimethyl ether), C(C)(=O)O (acetic acid), Br (hydrogen bromide). Solvent: O (water). Reaction conditions: time 12 hour. Product: CC(C(CCCCCCCC)C)C=1C=C(C=C(O)C1)O (5-(1,2-dimethyldecyl)resorcinol). As a reaction SMILES: C[O:2][C:3]1[CH:10]=[C:9]([CH:11]([CH3:22])[CH:12]([CH3:21])[CH2:13][CH2:14][CH2:15][CH2:16][CH2:17][CH2:18][CH2:19][CH3:20])[CH:8]=[C:5]([O:6]C)[CH:4]=1.C(O)(=O)C.Br>O>[CH3:22][CH:11]([C:9]1[CH:10]=[C:3]([OH:2])[CH:4]=[C:5]([CH:8]=1)[OH:6])[CH:12]([CH3:21])[CH2:13][CH2:14][CH2:15][CH2:16][CH2:17][CH2:18][CH2:19][CH3:20]. Procedure: A solution of 30.6 g. of 5-(1,2-dimethyldecyl)-resorcinol dimethyl ether in 350 ml. of glacial acetic acid and 150 ml. of 48% hydrogen bromide is refluxed eight hours, then stirred at 25° for 12 hours. The reaction mixture is diluted with water and extracted three times with ether. The combined extracts are washed with saturated aqueous sodium bisulfite and saturated aqueous sodium bicarbonate, dried (MgSO4), concentrated and distilled to give 5-(1,2-dimethyldecyl)resorcinol. Starting materials: COC(=O)Cc1c(Br)csc1-c1ccc(C(=O)O)cc1, CCC(N)CC, CN(C)C=O. Yields the product CCC(CC)NC(=O)c1ccc(-c2scc(Br)c2CC(=O)OC)cc1. As a reaction SMILES: [Br:1][c:2]1[c:3]([CH2:16][C:17](=[O:18])[O:19][CH3:20])[c:4](-[c:7]2[cH:8][cH:9][c:10]([C:11](=[O:12])[OH:13])[cH:14][cH:15]2)[s:5][cH:6]1.[NH2:21][CH:22]([CH2:23][CH3:24])[CH2:25][CH3:26].[O:27]=[CH:28][N:29]([CH3:30])[CH3:31]>>[Br:1][c:2]1[c:3]([CH2:16][C:17](=[O:18])[O:19][CH3:20])[c:4](-[c:7]2[cH:8][cH:9][c:10]([C:11](=[O:13])[NH:21][CH:22]([CH2:23][CH3:24])[CH2:25][CH3:26])[cH:14][cH:15]2)[s:5][cH:6]1. The product is CN1C(=O)CCC2(C)c3ccc(F)cc3CCC12. RXN SMILES: [CH2:1]([SiH:2]([CH2:3][CH3:4])[CH2:5][CH3:6])[CH3:7].[Cl:38][CH2:39][Cl:40].[F:8][c:9]1[cH:10][c:11]2[c:12]([cH:24][cH:25]1)[C:13]1([CH3:23])[CH2:14][CH2:15][C:16](=[O:22])[N:17]([CH3:21])[C:18]1=[CH:19][CH2:20]2.[Na+:37].[O-:33][C:34]([OH:35])=[O:36].[OH:26][C:27]([C:28]([F:29])([F:30])[F:31])=[O:32]>>[F:8][c:9]1[cH:10][c:11]2[c:12]([cH:24][cH:25]1)[C:13]1([CH3:23])[CH2:14][CH2:15][C:16](=[O:22])[N:17]([CH3:21])[CH:18]1[CH2:19][CH2:20]2. Starting materials: CC[SiH](CC)CC, ClCCl, CN1C(=O)CCC2(C)C1=CCc1cc(F)ccc12, [Na+], O=C([O-])O, O=C(O)C(F)(F)F.